This data is from the Open Reaction Database (ORD), a public repository of structured organic reaction records. The task is: describe an organic reaction: reactants, conditions, products, and yield The reactants are OC1(c2ccccc2)CCN(CCc2c[nH]c3ccc(OCc4ccccc4)cc23)CC1, CCO. Yields the product Oc1ccc2[nH]cc(CCN3CCC(O)(c4ccccc4)CC3)c2c1. As a reaction SMILES: [CH2:1]([c:2]1[cH:3][cH:4][cH:5][cH:6][cH:7]1)[O:8][c:9]1[cH:10][c:11]2[c:12]([CH2:18][CH2:19][N:20]3[CH2:21][CH2:22][C:23]([c:26]4[cH:27][cH:28][cH:29][cH:30][cH:31]4)([OH:32])[CH2:24][CH2:25]3)[cH:13][nH:14][c:15]2[cH:16][cH:17]1.[CH3:33][CH2:34][OH:35]>>[OH:8][c:9]1[cH:10][c:11]2[c:12]([CH2:18][CH2:19][N:20]3[CH2:21][CH2:22][C:23]([c:26]4[cH:27][cH:28][cH:29][cH:30][cH:31]4)([OH:32])[CH2:24][CH2:25]3)[cH:13][nH:14][c:15]2[cH:16][cH:17]1. RXN SMILES: [ClH:1].Cl.CN[C@H]1CCN(CC(C2CCCCC2O)C2C3C(=CC=CC=3)C=CC=2)C1.[OH:29][C:30]1([CH:36]([C:52]2[C:61]3[C:56](=[CH:57][CH:58]=[CH:59][CH:60]=3)[CH:55]=[CH:54][CH:53]=2)[C:37]([N:39]2[CH2:43][CH2:42][C@H:41]([NH:44][C:45](=O)OC(C)(C)C)[CH2:40]2)=O)[CH2:35][CH2:34][CH2:33][CH2:32][CH2:31]1>>[ClH:1].[ClH:1].[CH3:45][NH:44][C@H:41]1[CH2:42][CH2:43][N:39]([CH2:37][CH:36]([C:30]2([OH:29])[CH2:31][CH2:32][CH2:33][CH2:34][CH2:35]2)[C:52]2[C:61]3[C:56](=[CH:57][CH:58]=[CH:59][CH:60]=3)[CH:55]=[CH:54][CH:53]=2)[CH2:40]1 |f:0.1.2,4.5.6|. Starting materials: Cl.Cl.CN[C@@H]1CN(CC1)CC(C1=CC=CC2=CC=CC=C12)C1C(CCCC1)O (2-[(3S)-3-(methylamino)pyrrolidin-1-yl-1-(1-naphthyl)ethyl]cyclohexanol dihydrochloride), OC1(CCCCC1)C(C(=O)N1C[C@H](CC1)NC(OC(C)(C)C)=O)C1=CC=CC2=CC=CC=C12 (tert-butyl {(3S)-1-[(1-hydroxycyclohexyl)(1-naphthyl)acetyl]pyrrolidin-3-yl}carbamate). Procedure: In an analogous manner to Example 13, step 2, 1-[2-[(3S)-3-(methylamino)pyrrolidin-1-yl-1-(1-naphthyl)ethyl]cyclohexanol dihydrochloride was prepared from tert-butyl {(3S)-1-[(1-hydroxycyclohexyl)(1-naphthyl)acetyl]pyrrolidin-3-yl}carbamate MS (ESI) m/z 353; HRMS: calcd for C23H32N2O+H, 353.25929; found (ESI, [M+H]+), 353.2589. The product is Cl.Cl.CN[C@@H]1CN(CC1)CC(C1=CC=CC2=CC=CC=C12)C1(CCCCC1)O (1-[2-[(3S)-3-(methylamino)pyrrolidin-1-yl]-1-(1-naphthyl)ethyl]cyclohexanol dihydrochloride). The reactants are C1(=CC=CC=C1)OC1=CC(=C(C=C1)OCCCBr)CCC (4-(3-bromopropoxy)-3-propylphenyl phenyl ether), ClC=1C=C(C=CC1O)CC(=O)OC (methyl 3-chloro-4-hyrdoxyphenylacetate), C([O-])([O-])=O.[Cs+].[Cs+] (cesium carbonate). Run in CN(C)C=O (DMF). Product: C(CC)C1=C(OCCCOC2=C(C=C(C=C2)CC(=O)OC)Cl)C=CC(=C1)OC1=CC=CC=C1 (Methyl 4-(3-(2-propyl-4-phenoxyphenoxy)propoxy)-3-chlorophenylacetate). Reaction SMILES: [C:1]1([O:7][C:8]2[CH:13]=[CH:12][C:11]([O:14][CH2:15][CH2:16][CH2:17]Br)=[C:10]([CH2:19][CH2:20][CH3:21])[CH:9]=2)[CH:6]=[CH:5][CH:4]=[CH:3][CH:2]=1.[Cl:22][C:23]1[CH:24]=[C:25]([CH2:30][C:31]([O:33][CH3:34])=[O:32])[CH:26]=[CH:27][C:28]=1[OH:29].C(=O)([O-])[O-].[Cs+].[Cs+]>CN(C=O)C>[CH2:19]([C:10]1[CH:9]=[C:8]([O:7][C:1]2[CH:6]=[CH:5][CH:4]=[CH:3][CH:2]=2)[CH:13]=[CH:12][C:11]=1[O:14][CH2:15][CH2:16][CH2:17][O:29][C:28]1[CH:27]=[CH:26][C:25]([CH2:30][C:31]([O:33][CH3:34])=[O:32])=[CH:24][C:23]=1[Cl:22])[CH2:20][CH3:21] |f:2.3.4|. Procedure details: A solution of the product from Step A (2.5 g, 7.18 mmol), methyl 3-chloro-4-hyrdoxyphenylacetate (1.42 g, 7.11 mmol) and cesium carbonate (2.43 g, 7.45 mmol) in DMF (20 mL) was stirred at 40° C. overnight. The reaction mixture was partitioned between ethyl acetate and 0.2N HCl. The organic was washed twice with water, then dried over sodium sulfate. The organic was filtered and evaporated to an oil which was chromatographed over silica gel with 10% of ethyl acetate in hexane to afford the title ... Starting materials: FC1=CC=C(N)C=C1 (4-fluoroaniline), FC1=C(C(=O)C(C(=O)[O-])=C)C=C(C(=C1F)F)F (2,3,4,5-tetra-fluorobenzoyl-acrylate), ice water. Run in C(C)O (ethanol). Product: FC=1C=C2C(C(=CN(C2=C(C1F)F)C1=CC=C(C=C1)F)C(=O)O)=O (6,7,8-Trifluoro-1,4-dihydro-4-oxo-1-(4-fluorophenyl)quinoline-3-carboxylic acid). RXN SMILES: [F:1][C:2]1[CH:8]=[CH:7][C:5]([NH2:6])=[CH:4][CH:3]=1.F[C:10]1[C:22]([F:23])=[C:21]([F:24])[C:20]([F:25])=[CH:19][C:11]=1[C:12]([C:14](=[CH2:18])[C:15]([O-:17])=[O:16])=[O:13]>C(O)C>[F:25][C:20]1[CH:19]=[C:11]2[C:10](=[C:22]([F:23])[C:21]=1[F:24])[N:6]([C:5]1[CH:7]=[CH:8][C:2]([F:1])=[CH:3][CH:4]=1)[CH:18]=[C:14]([C:15]([OH:17])=[O:16])[C:12]2=[O:13]. Reported procedure: 5.7 g of 4-fluoroaniline are added dropwise to a solution of 16 g of ethyl 3-ethoxy-2-(2,3,4,5-tetra-fluorobenzoyl-acrylate (5) (X1 -X4 =F) (Appln. Ser. No. 756,469, filed July 18, 1985, now U.S. Pat. No. 4,952,695) in 50 ml of ethanol, while cooling with ice and stirring. The mixture is stirred at room temperature for 1 hour, 50 ml of ice-water are added and the precipitate is filtered off cold with suction, rinsed with water and dried at 50° C. over calcium chloride in vacuo. 16.5 g of (6) (R=... Starting materials: CCOc1nc(C)c(Br)c(=O)n1Cc1ccc(-c2ccccc2C#N)cc1, O=C([O-])[O-], C1COCCO1, CC1Cc2cc(B(O)O)ccc2O1, CCOC(C)=O, [Cs+], [Cs+]. The product is CCOc1nc(C)c(-c2ccc3c(c2)CC(C)O3)c(=O)n1Cc1ccc(-c2ccccc2C#N)cc1. Reaction SMILES: [Br:1][c:2]1[c:3]([CH3:27])[n:4][c:5]([O:24][CH2:25][CH3:26])[n:6]([CH2:9][c:10]2[cH:11][cH:12][c:13](-[c:16]3[c:17]([C:22]#[N:23])[cH:18][cH:19][cH:20][cH:21]3)[cH:14][cH:15]2)[c:7]1=[O:8].[C:41](=[O:42])([O-:43])[O-:44].[CH2:47]1[O:48][CH2:49][CH2:50][O:51][CH2:52]1.[CH3:28][CH:29]1[O:30][c:31]2[c:32]([cH:34][c:35]([B:38]([OH:39])[OH:40])[cH:36][cH:37]2)[CH2:33]1.[CH3:53][CH2:54][O:55][C:56](=[O:57])[CH3:58].[Cs+:45].[Cs+:46]>>[c:2]1(-[c:35]2[cH:34][c:32]3[c:31]([cH:37][cH:36]2)[O:30][CH:29]([CH3:28])[CH2:33]3)[c:3]([CH3:27])[n:4][c:5]([O:24][CH2:25][CH3:26])[n:6]([CH2:9][c:10]2[cH:11][cH:12][c:13](-[c:16]3[c:17]([C:22]#[N:23])[cH:18][cH:19][cH:20][cH:21]3)[cH:14][cH:15]2)[c:7]1=[O:8]. The reactants are C1(=CC=CC=C1)CCCN1CCC(CC1)(C(=O)OCC)C1=CC=CC=C1 (Ethyl 1-(3-phenylpropyl)-4-phenyl-4-piperidine-carboxylate), [H][H] (hydrogen), C(C)O (ethanol), [OH-].[Na+] (sodium hydroxide). The solvent is O (water), C(C)(=O)O (acetic acid), O (water). Run at time 2 day. Product: C1(=CC=CC=C1)C1(CCN(CC1)CCCC1=CC=CC=C1)C(=O)O (4-phenyl-1-(3-phenylpropyl)-4-piperidinecarboxylic acid). RXN SMILES: [C:1]1([CH2:7][CH2:8][CH2:9][N:10]2[CH2:15][CH2:14][C:13]([C:21]3[CH:26]=[CH:25][CH:24]=[CH:23][CH:22]=3)([C:16]([O:18]CC)=[O:17])[CH2:12][CH2:11]2)[CH:6]=[CH:5][CH:4]=[CH:3][CH:2]=1.[H][H].C(O)C.[OH-].[Na+]>O.C(O)(=O)C>[C:21]1([C:13]2([C:16]([OH:18])=[O:17])[CH2:12][CH2:11][N:10]([CH2:9][CH2:8][CH2:7][C:1]3[CH:6]=[CH:5][CH:4]=[CH:3][CH:2]=3)[CH2:15][CH2:14]2)[CH:22]=[CH:23][CH:24]=[CH:25][CH:26]=1 |f:3.4|. Procedure details: 9.3 g Ethyl 1-(3-phenylpropyl)-4-phenyl-4-piperidine-carboxylate (Formula I: R1 =hydrogen, R2 =COOEt, X=Y=CH2), prepared according to the procedure described in U.S. Pat. No. 2,914,532, incorporated herein by reference, was taken up in 35 ml water and 12 ml ethanol with 2.3 g sodium hydroxide, then refluxed for 24 hours and stirred at room temperature for the next two days. The product mixture was poured into water, the solution was acidified with acetic acid, and a precipitate appeared. The pre... Reactants: [Si](C)(C)(C(C)(C)C)OC[C@H]1CN(C[C@@H]1C1=CC=CC=C1)C(=O)OC1=CC=C(C=C1)C(=O)OC (4-(methoxycarbonyl)phenyl (3R,4S)-3-({[tert-butyl(dimethyl)silyl]oxy}methyl)-4-phenylpyrrolidine-1-carboxylate), CCCC[N+](CCCC)(CCCC)CCCC.[F-] (TBAF). Solvent: C1CCOC1 (THF), C1CCOC1 (THF). Conditions: time 2 hour. Yields the product OC[C@H]1CN(C[C@@H]1C1=CC=CC=C1)C(=O)OC1=CC=C(C=C1)C(=O)OC (4-(methoxycarbonyl)phenyl (3R,4S)-3-(hydroxymethyl)-4-phenylpyrrolidine-1-carboxylate). As a reaction SMILES: [Si]([O:8][CH2:9][C@@H:10]1[C@@H:14]([C:15]2[CH:20]=[CH:19][CH:18]=[CH:17][CH:16]=2)[CH2:13][N:12]([C:21]([O:23][C:24]2[CH:29]=[CH:28][C:27]([C:30]([O:32][CH3:33])=[O:31])=[CH:26][CH:25]=2)=[O:22])[CH2:11]1)(C(C)(C)C)(C)C.CCCC[N+](CCCC)(CCCC)CCCC.[F-]>C1COCC1>[OH:8][CH2:9][C@@H:10]1[C@@H:14]([C:15]2[CH:16]=[CH:17][CH:18]=[CH:19][CH:20]=2)[CH2:13][N:12]([C:21]([O:23][C:24]2[CH:25]=[CH:26][C:27]([C:30]([O:32][CH3:33])=[O:31])=[CH:28][CH:29]=2)=[O:22])[CH2:11]1 |f:1.2|. Procedure details: A 23.8 g portion of 4-(methoxycarbonyl)phenyl (3R,4S)-3-({[tert-butyl(dimethyl)silyl]oxy}methyl)-4-phenylpyrrolidine-1-carboxylate was dissolved in 80 ml of THF, and a THF solution of TBAF (1.0 M, 76 ml) was added dropwise thereto. After 2 hours of stirring at room temperature, the reaction solution was concentrated under a reduced pressure. The residue was mixed with water and extracted with ethyl acetate, and then the extract was washed with water and saturated brine in that order and dried wi... The reactants are ClC1=NC=2N(C=C1C1=CC=CC=C1)N=C(N2)CC (5-Chloro-2-ethyl-6-phenyl[1,2,4]triazolo[1,5-a]pyrimidine), C(=O)C1=CC=C(C=C1)B(O)O (4-formylphenylboronic acid), C([O-])([O-])=O.[Na+].[Na+] (sodium carbonate). The reagents and catalysts are C1=CC=C(C=C1)P([C-]2C=CC=C2)C3=CC=CC=C3.C1=CC=C(C=C1)P([C-]2C=CC=C2)C3=CC=CC=C3.Cl[Pd]Cl.[Fe+2] (dichloro[1,1′-bis(diphenylphosphino)ferrocene]palladium). Solvent: O (water), ClCCl (dichloromethane), COCCOC (1,2-dimethoxyethane). Run at temperature 90 celsius. Yields the product C(C)C1=NN2C(N=C(C(=C2)C2=CC=CC=C2)C2=CC=C(C=O)C=C2)=N1 (4-(2-Ethyl-6-phenyl[1,2,4]triazolo[1,5-a]pyrimidin-5-yl)benzaldehyde). Reaction SMILES: Cl[C:2]1[C:7]([C:8]2[CH:13]=[CH:12][CH:11]=[CH:10][CH:9]=2)=[CH:6][N:5]2[N:14]=[C:15]([CH2:17][CH3:18])[N:16]=[C:4]2[N:3]=1.[CH:19]([C:21]1[CH:26]=[CH:25][C:24](B(O)O)=[CH:23][CH:22]=1)=[O:20].C(=O)([O-])[O-].[Na+].[Na+]>COCCOC.O.ClCCl.C1C=CC(P(C2C=CC=CC=2)[C-]2C=CC=C2)=CC=1.C1C=CC(P(C2C=CC=CC=2)[C-]2C=CC=C2)=CC=1.Cl[Pd]Cl.[Fe+2]>[CH2:17]([C:15]1[N:16]=[C:4]2[N:3]=[C:2]([C:24]3[CH:25]=[CH:26][C:21]([CH:19]=[O:20])=[CH:22][CH:23]=3)[C:7]([C:8]3[CH:13]=[CH:12][CH:11]=[CH:10][CH:9]=3)=[CH:6][N:5]2[N:14]=1)[CH3:18] |f:2.3.4,8.9.10.11|. Reported procedure: To a mixture of 3.90 g of the crude product obtained in step 3 and 3.00 g 4-formylphenylboronic acid in 180 ml 1,2-dimethoxyethane are added 0.55 g dichloro[1,1′-bis(diphenylphosphino)ferrocene]palladium (II) and 25 ml of a 10% w/w sodium carbonate solution. The resulting mixture is heated to 90° C. under an inert gas atmosphere for 20 h. The work up is performed by diluting the reaction mixture with water and dichloromethane, separating the phases and extraction of the aqueous phase with dichlo...